This data is from the Open Reaction Database (ORD), a public repository of structured organic reaction records. The task is: describe an organic reaction: reactants, conditions, products, and yield Starting materials: C[Si](C)(C)C#CC1=CC=C(C=C1)C(O)(C1=CC=C(C=C1)C#C[Si](C)(C)C)C1=CC=C(C=C1)C#C[Si](C)(C)C (tri (4-(trimethylsilylethynyl)phenyl)methanol), [OH-].[K+] (KOH). The solvent is CO (MeOH). Run at time 3 hour. Product: C(#C)C1=CC=C(C=C1)C(O)(C1=CC=C(C=C1)C#C)C1=CC=C(C=C1)C#C (tri(4-ethynylphenyl)methanol). The yield is 84.0%. As a reaction SMILES: C[Si]([C:5]#[C:6][C:7]1[CH:12]=[CH:11][C:10]([C:13]([C:27]2[CH:32]=[CH:31][C:30]([C:33]#[C:34][Si](C)(C)C)=[CH:29][CH:28]=2)([C:15]2[CH:20]=[CH:19][C:18]([C:21]#[C:22][Si](C)(C)C)=[CH:17][CH:16]=2)[OH:14])=[CH:9][CH:8]=1)(C)C.[OH-].[K+]>CO>[C:21]([C:18]1[CH:17]=[CH:16][C:15]([C:13]([C:27]2[CH:32]=[CH:31][C:30]([C:33]#[CH:34])=[CH:29][CH:28]=2)([C:10]2[CH:11]=[CH:12][C:7]([C:6]#[CH:5])=[CH:8][CH:9]=2)[OH:14])=[CH:20][CH:19]=1)#[CH:22] |f:1.2|. Reported procedure: A solution of n-BuLi (2.1 mL, 3.36 mmol, 1.6 M in hexane) was added to a solution of (4-bromophenylethynyl)trimethylsilane (0.69 mg, 2.74 mmol) in 50 mL of Et2O prechilled to -78° C. The solution was then stirred at -30° C. for 15 minutes. The solution was warmed to room temperature, stirred for 1 hour, and cooled to -30° C. A THF solution (20 mL) of 4,4'-bis(trimethylsilylethynyl)benzophenone (0.83 g, 2.19 nmol) prechilled to -30° C. was added slowly and the resulting mixture was stirred for 15... Starting materials: COC(=O)C=1N=CC=2C(N(C=CC2C1O)CC1=CC=CC=C1)=O (7-benzyl-4-hydroxy-8-oxo-7,8-dihydro-[2,7]naphthyridine-3-carboxylic acid methyl ester), NCCOCC(=O)O ((2-amino-ethoxy)-acetic acid), C[O-].[Na+] (NaOMe). Run in CO (MeOH), C(=O)(O)[O-].[Na+] (NaHCO3). Conditions: temperature 140 celsius. The product is C(C1=CC=CC=C1)N1C=CC=2C(=C(N=CC2C1=O)C(=O)NCCOCC(=O)O)O ({2-[(7-Benzyl-4-hydroxy-8-oxo-7,8-dihydro-[2,7]naphthyridine-3-carbonyl)-amino]-ethoxy}-acetic acid). The yield is 32.1%. As a reaction SMILES: CO[C:3]([C:5]1[N:6]=[CH:7][C:8]2[C:9](=[O:23])[N:10]([CH2:16][C:17]3[CH:22]=[CH:21][CH:20]=[CH:19][CH:18]=3)[CH:11]=[CH:12][C:13]=2[C:14]=1[OH:15])=[O:4].[NH2:24][CH2:25][CH2:26][O:27][CH2:28][C:29]([OH:31])=[O:30].C[O-].[Na+]>CO.C([O-])(O)=O.[Na+]>[CH2:16]([N:10]1[C:9](=[O:23])[C:8]2[CH:7]=[N:6][C:5]([C:3]([NH:24][CH2:25][CH2:26][O:27][CH2:28][C:29]([OH:31])=[O:30])=[O:4])=[C:14]([OH:15])[C:13]=2[CH:12]=[CH:11]1)[C:17]1[CH:18]=[CH:19][CH:20]=[CH:21][CH:22]=1 |f:2.3,5.6|. Procedure details: A mixture of 7-benzyl-4-hydroxy-8-oxo-7,8-dihydro-[2,7]naphthyridine-3-carboxylic acid methyl ester (20 mg, 0.065 mmol), (2-amino-ethoxy)-acetic acid (39 mg, 0.32 mmol), and NaOMe (14 mg, 0.26 mmol) in MeOH (2 mL) was heated at 140° C. in a microwave reactor for 6 h. Solvent was evaporated in vacuo, and the residue was partitioned between EtOAc and water. 1 M HCl was added with vigorous stirring until pH about 1, and the organic layer was dried over MgSO4 and concentrated. The crude product was ... Starting materials: C1CCOC1, CS(=O)(=O)N1CCC2(CCN(c3ccc(OC(F)(F)F)cc3)C2=O)CC1, [Li]CCCC, O=CC1CC1. The product is O=C1N(c2ccc(OC(F)(F)F)cc2)CCC12CCN(S(=O)(=O)CC(O)C1CC1)CC2. RXN SMILES: [CH2:37]1[O:38][CH2:39][CH2:40][CH2:41]1.[CH3:1][S:2](=[O:3])(=[O:4])[N:5]1[CH2:6][CH2:7][C:8]2([CH2:9][CH2:10][N:11]([c:14]3[cH:15][cH:16][c:17]([O:20][C:21]([F:22])([F:23])[F:24])[cH:18][cH:19]3)[C:12]2=[O:13])[CH2:25][CH2:26]1.[CH3:27][CH2:28][CH2:29][CH2:30][Li:31].[CH:32]1([CH:35]=[O:36])[CH2:33][CH2:34]1>>[CH2:1]([S:2](=[O:3])(=[O:4])[N:5]1[CH2:6][CH2:7][C:8]2([CH2:9][CH2:10][N:11]([c:14]3[cH:15][cH:16][c:17]([O:20][C:21]([F:22])([F:23])[F:24])[cH:18][cH:19]3)[C:12]2=[O:13])[CH2:25][CH2:26]1)[CH:35]([CH:32]1[CH2:33][CH2:34]1)[OH:36]. Reactants: CC(=O)Nc1ccc(OC(C)=O)cc1O, O=C([O-])[O-], CN1CCCC1=O, [Cs+], [Cs+], O=[N+]([O-])c1cccc(S(=O)(=O)OCC2CO2)c1. Yields the product CC(=O)Nc1ccc(OC(C)=O)cc1OCC1CO1. Reaction SMILES: [C:1]([CH3:2])(=[O:3])[O:4][c:5]1[cH:6][c:7]([OH:15])[c:8]([NH:11][C:12]([CH3:13])=[O:14])[cH:9][cH:10]1.[C:33](=[O:34])([O-:35])[O-:36].[CH3:39][N:40]1[CH2:41][CH2:42][CH2:43][C:44]1=[O:45].[Cs+:37].[Cs+:38].[N+:16]([c:17]1[cH:18][c:19]([S:20]([O:21][CH2:29][CH:30]2[O:31][CH2:32]2)(=[O:22])=[O:23])[cH:24][cH:25][cH:26]1)([O-:27])=[O:28]>>[C:1]([CH3:2])(=[O:3])[O:4][c:5]1[cH:6][c:7]([O:15][CH2:29][CH:30]2[O:31][CH2:32]2)[c:8]([NH:11][C:12]([CH3:13])=[O:14])[cH:9][cH:10]1. Reactants: CCCCCCCCCBr, CS(C)=O, [K+], [OH-], O=C1CCCN1CCO. Yields the product CCCCCCCCCOCCN1CCCC1=O. As a reaction SMILES: [CH2:10]([CH2:11][CH2:12][CH2:13][CH2:14][CH2:15][CH2:16][CH2:17][CH3:18])[Br:19].[CH3:22][S:23](=[O:24])[CH3:25].[K+:21].[OH-:20].[OH:1][CH2:2][CH2:3][N:4]1[C:5](=[O:9])[CH2:6][CH2:7][CH2:8]1>>[O:1]([CH2:2][CH2:3][N:4]1[C:5](=[O:9])[CH2:6][CH2:7][CH2:8]1)[CH2:10][CH2:11][CH2:12][CH2:13][CH2:14][CH2:15][CH2:16][CH2:17][CH3:18]. Starting materials: C(C)S(=O)(=O)NC=1C=CC(=C(NC(OCC)=O)C1)F (ethyl 5-ethylsulfonylamino-2-fluorocarbanilate), ClCl (chlorine), resultant solution. Run in O1CCOCC1 (dioxane), O (water). Product: ClC1=CC(=C(NC(OCC)=O)C=C1NS(=O)(=O)CC)F (ethyl 4-chloro-5-ethylsulfonylamino-2-fluorocarbanilate). Yield: 86.0%. As a reaction SMILES: [CH2:1]([S:3]([NH:6][C:7]1[CH:8]=[CH:9][C:10]([F:19])=[C:11]([CH:18]=1)[NH:12][C:13](=[O:17])[O:14][CH2:15][CH3:16])(=[O:5])=[O:4])[CH3:2].[Cl:20]Cl>O1CCOCC1.O>[Cl:20][C:8]1[C:7]([NH:6][S:3]([CH2:1][CH3:2])(=[O:5])=[O:4])=[CH:18][C:11]([NH:12][C:13](=[O:17])[O:14][CH2:15][CH3:16])=[C:10]([F:19])[CH:9]=1. Reported procedure: 0.50 g (1.72 mmol) of ethyl 5-ethylsulfonylamino-2-fluorocarbanilate was dissolved in a mixture of 5 ml of dioxane and 1 ml of water, and chlorine gas was added to the resultant solution at a temperature of not higher than 25° C. until the starting material disappeared. After the reaction was completed, the surplus chlorine gas was removed by blowing nitrogen gas thereinto, and water was added. The precipitates crystals were filtered out and dried to obtain 0.48 g of the objective product (yield... Reactants: FC1=CC=C(C=C1)N1N=CC2=CC(=CC=C12)O[C@@H]([C@H](C)NC([C@@H](C)NC(OC(C)(C)C)=O)=O)C1=CC(=CC=C1)OC (Tert-butyl (R)-1-((1R,2S)-1-(1-(4-fluorophenyl)-1H-indazol-5-yloxy)-1-(3-methoxyphenyl)propan-2-ylamino)-1-oxopropan-2-ylcarbamate), C(Cl)Cl.C(=O)(C(F)(F)F)O (DCM TFA). Product: FC(C(=O)O)(F)F.N[C@@H](C(=O)N[C@H]([C@@H](C1=CC(=CC=C1)OC)OC=1C=C2C=NN(C2=CC1)C1=CC=C(C=C1)F)C)C ((R)-2-amino-N-((1R,2S)-1-(1-(4-fluorophenyl)-1H-indazol-5-yloxy)-1-(3-methoxyphenyl)propan-2-yl)propanamide trifluoroacetic acid salt). As a reaction SMILES: [F:1][C:2]1[CH:7]=[CH:6][C:5]([N:8]2[C:16]3[C:11](=[CH:12][C:13]([O:17][C@H:18]([C:34]4[CH:39]=[CH:38][CH:37]=[C:36]([O:40][CH3:41])[CH:35]=4)[C@@H:19]([NH:21][C:22](=[O:33])[C@H:23]([NH:25]C(=O)OC(C)(C)C)[CH3:24])[CH3:20])=[CH:14][CH:15]=3)[CH:10]=[N:9]2)=[CH:4][CH:3]=1.C(Cl)Cl.[C:45]([OH:51])([C:47]([F:50])([F:49])[F:48])=[O:46]>>[F:48][C:47]([F:50])([F:49])[C:45]([OH:51])=[O:46].[NH2:25][C@H:23]([CH3:24])[C:22]([NH:21][C@@H:19]([CH3:20])[C@H:18]([O:17][C:13]1[CH:12]=[C:11]2[C:16](=[CH:15][CH:14]=1)[N:8]([C:5]1[CH:4]=[CH:3][C:2]([F:1])=[CH:7][CH:6]=1)[N:9]=[CH:10]2)[C:34]1[CH:39]=[CH:38][CH:37]=[C:36]([O:40][CH3:41])[CH:35]=1)=[O:33] |f:1.2,3.4|. Reported procedure: Tert-butyl (R)-1-((1R,2S)-1-(1-(4-fluorophenyl)-1H-indazol-5-yloxy)-1-(3-methoxyphenyl)propan-2-ylamino)-1-oxopropan-2-ylcarbamate (303a, 25 mg, 0.04 mmol) in DCM/TFA 1:1 (1 ml) was shaken for 1 h and then evaporated. Yield 25 mg (100%). The reactants are [OH-].[Na+] (sodium hydroxide), CC1=NN2C(N=CC(=C2)C(=O)N)=C1 (2-Methylpyrazolo[1,5-a]pyrimidine-6-carboxylic acid amide), O (water). Solvent: C(C)O (ethanol). Reaction conditions: temperature 70 celsius, time 1 hour. Yields the product CC1=NN2C(N=CC(=C2)C(=O)O)=C1 (2-Methylpyrazolo[1,5-a]pyrimidine-6-carboxylic acid). The yield is 63.0%. RXN SMILES: [CH3:1][C:2]1[CH:13]=[C:5]2[N:6]=[CH:7][C:8]([C:10](N)=[O:11])=[CH:9][N:4]2[N:3]=1.[OH-:14].[Na+].O>C(O)C>[CH3:1][C:2]1[CH:13]=[C:5]2[N:6]=[CH:7][C:8]([C:10]([OH:14])=[O:11])=[CH:9][N:4]2[N:3]=1 |f:1.2|. Reported procedure: 2-Methylpyrazolo[1,5-a]pyrimidine-6-carboxylic acid amide (475 mg) was dissolved in ethanol (5 ml), and 5 N sodium hydroxide solution (2 ml) was added thereto and stirred for 1 hour at 70° C. The reaction mixture was cooled to room temperature, water was added thereto, and the reaction mixture was washed with ethyl acetate. 2 N Hydrochloric acid was added to the aqueous phase until it became acidic, and precipitated crystals were collected by filtration and washed with water and n-hexane. The cr...